Dataset: the Open Reaction Database (ORD), a public repository of structured organic reaction records. Task: describe an organic reaction: reactants, conditions, products, and yield Reactants: C(OCC)(=O)Cl (ethyl chlorocarbonate), NC=1C2=C(NN1)SC(=C2)C(=O)OC(C)(C)C (tert-butyl 3-amino-1H-thieno[2,3-c]pyrazole-5-carboxylate), C(C)(C)N(CC)C(C)C (diisopropylethylamine). Run in O1CCCC1 (tetrahydrofuran), O1CCCC1 (THF). Reaction conditions: time 5 minute. Yields the product NC=1C2=C(N(N1)C(=O)OCC)SC(=C2)C(=O)OC(C)(C)C (5-tert-butyl 1-ethyl 3-amino-1H-thieno[2,3-c]pyrazole-1,5-dicarboxylate). Yield: 87.7%. RXN SMILES: [C:1](Cl)(=[O:5])[O:2][CH2:3][CH3:4].[NH2:7][C:8]1[C:9]2[CH:15]=[C:14]([C:16]([O:18][C:19]([CH3:22])([CH3:21])[CH3:20])=[O:17])[S:13][C:10]=2[NH:11][N:12]=1.C(N(C(C)C)CC)(C)C>O1CCCC1>[NH2:7][C:8]1[C:9]2[CH:15]=[C:14]([C:16]([O:18][C:19]([CH3:22])([CH3:21])[CH3:20])=[O:17])[S:13][C:10]=2[N:11]([C:1]([O:2][CH2:3][CH3:4])=[O:5])[N:12]=1. Procedure details: A solution of ethyl chlorocarbonate (4.90 mL, 51.7 mmol) in tetrahydrofuran (THF, 60 mL) was slowly added to a mixture of tert-butyl 3-amino-1H-thieno[2,3-c]pyrazole-5-carboxylate (12.0 g, 50.2 mmol) and diisopropylethylamine (DIEA, 51.5 mL, 301 mmol) in THF (300 mL), maintaining the temperature between −5 and −10° C. The reaction was kept at the same temperature for 5 minutes then allowed to reach room temperature. The obtained mixture was evaporated to dryness under vacuum and the residue extr... Starting materials: NN1C(=CC=C1)C(C1=C(C=CC=C1)Cl)=O (1-Amino-2-(2-chlorobenzoyl)pyrrole), C(C)(C)(C)OC(=O)NCC(=O)O (t-butoxycarbonyl glycine), C1(CCCCC1)N=C=NC1CCCCC1 (Dicyclohexylcarbodiimide). Run in ClCCl (dichloromethane). Run at time 4 hour. Yields the product C(C)(C)(C)OC(=O)NCC(=O)NN1C(=CC=C1)C(C1=C(C=CC=C1)Cl)=O (1-[(t-Butoxycarbonylamino)acetamido]-2-(2-chlorobenzoyl)pyrrole). Isolated yield 143.4%. Reaction SMILES: [NH2:1][N:2]1[CH:6]=[CH:5][CH:4]=[C:3]1[C:7](=[O:15])[C:8]1[CH:13]=[CH:12][CH:11]=[CH:10][C:9]=1[Cl:14].[C:16]([O:20][C:21]([NH:23][CH2:24][C:25](O)=[O:26])=[O:22])([CH3:19])([CH3:18])[CH3:17].C1(N=C=NC2CCCCC2)CCCCC1>ClCCl>[C:16]([O:20][C:21]([NH:23][CH2:24][C:25]([NH:1][N:2]1[CH:6]=[CH:5][CH:4]=[C:3]1[C:7](=[O:15])[C:8]1[CH:13]=[CH:12][CH:11]=[CH:10][C:9]=1[Cl:14])=[O:26])=[O:22])([CH3:19])([CH3:18])[CH3:17]. Procedure details: 1-Amino-2-(2-chlorobenzoyl)pyrrole (24.3 g, 0.12 mol) and t-butoxycarbonyl glycine (22.7 g, 0.13 mol) were dissolved in 300 ml of dichloromethane. Dicyclohexylcarbodiimide (26.8 g, 0.13 mol) was added over 3 minutes and the reaction mixture stirred at ambient temperature for 4 hours. The resultant slurry was filtered, and the the filtrate evaporated to give 65 g of oil. This oil was purified by flash chromatography (silica, 2:1 hexane-ethyl acetate) to give 21.9 g (48%) of cystals, m.p. 156°-158... The reactants are COC(=O)c1sc2cccc(OC)c2c1CCc1ccccc1, Cl, [Na+], C1CCOC1, [OH-]. Yields the product COc1cccc2sc(C(=O)O)c(CCc3ccccc3)c12. As a reaction SMILES: [CH3:1][O:2][c:3]1[cH:4][cH:5][cH:6][c:7]2[s:8][c:9]([C:20](=[O:21])[O:22][CH3:23])[c:10]([CH2:12][CH2:13][c:14]3[cH:15][cH:16][cH:17][cH:18][cH:19]3)[c:11]12.[ClH:26].[Na+:25].[O:27]1[CH2:28][CH2:29][CH2:30][CH2:31]1.[OH-:24]>>[CH3:1][O:2][c:3]1[cH:4][cH:5][cH:6][c:7]2[s:8][c:9]([C:20](=[O:21])[OH:22])[c:10]([CH2:12][CH2:13][c:14]3[cH:15][cH:16][cH:17][cH:18][cH:19]3)[c:11]12. The reactants are C1(=CC=CC=C1)C (toluene), C(C)(=O)OC1=C(C(=CC=C1)O)C (2-acetoxy-6-hydroxytoluene), C([O-])([O-])=O.[K+].[K+] (potassium carbonate), CI (methyl iodide). The solvent is O (water), C(C)#N (acetonitrile). Reaction conditions: temperature 90 celsius, time 96 minute. The product is C(C)(=O)OC1=C(C(=CC=C1)OC)C (2-acetoxy-6-methoxytoluene). Yield: 86.8%. As a reaction SMILES: [C:1]([O:4][C:5]1[CH:10]=[CH:9][CH:8]=[C:7]([OH:11])[C:6]=1[CH3:12])(=[O:3])[CH3:2].[C:13](=O)([O-])[O-].[K+].[K+].CI.C1(C)C=CC=CC=1>C(#N)C.O>[C:1]([O:4][C:5]1[CH:10]=[CH:9][CH:8]=[C:7]([O:11][CH3:13])[C:6]=1[CH3:12])(=[O:3])[CH3:2] |f:1.2.3|. Procedure details: A solution of 5.01 g (30.0 mmol) of 2-acetoxy-6-hydroxytoluene in 50 mL of acetonitrile was added with 12.44 g (90.0 mmol) of potassium carbonate and 12.77 g (90.0 mmol) of methyl iodide and heated and stirred on a 90° C. oil bath for 96 minutes. The reaction mixture which had been allowed to stand at room temperature for about 3 hours was added to a mixture of 100 mL of toluene and 100 mL of water stirred on an ice-water bath, and after stirred for two minutes, transferred to a separatory funne... Starting materials: C(CC)N=C=O (n-Propyl isocyanate), NC1=NC=2C=CC=CC2C=2C1=NN(C2CC2(CCNCC2)O)CC (4-[(4-amino-2-ethyl-2H-pyrazolo[3,4-c]quinolin-1-yl)methyl]piperidin-4-ol). Solvent: C(Cl)(Cl)Cl (chloroform). Run at time 16 hour. The product is NC1=NC=2C=CC=CC2C=2C1=NN(C2CC2(CCN(CC2)C(=O)NCCC)O)CC (4-[(4-amino-2-ethyl-2H-pyrazolo[3,4-c]quinolin-1-yl)methyl]-4-hydroxy-N-propylpiperidine-1-carboxamide). Isolated yield 73.2%. As a reaction SMILES: [CH2:1]([N:4]=[C:5]=[O:6])[CH2:2][CH3:3].[NH2:7][C:8]1[C:17]2=[N:18][N:19]([CH2:29][CH3:30])[C:20]([CH2:21][C:22]3([OH:28])[CH2:27][CH2:26][NH:25][CH2:24][CH2:23]3)=[C:16]2[C:15]2[CH:14]=[CH:13][CH:12]=[CH:11][C:10]=2[N:9]=1>C(Cl)(Cl)Cl>[NH2:7][C:8]1[C:17]2=[N:18][N:19]([CH2:29][CH3:30])[C:20]([CH2:21][C:22]3([OH:28])[CH2:27][CH2:26][N:25]([C:5]([NH:4][CH2:1][CH2:2][CH3:3])=[O:6])[CH2:24][CH2:23]3)=[C:16]2[C:15]2[CH:14]=[CH:13][CH:12]=[CH:11][C:10]=2[N:9]=1. Procedure details: n-Propyl isocyanate (86 μL, 0.922 mmol) was added to a slurry of 4-[(4-amino-2-ethyl-2H-pyrazolo[3,4-c]quinolin-1-yl)methyl]piperidin-4-ol (0.300 g, 0.922 mmol) in chloroform (10 mL). After 16 hours, the solution was purified via automated flash chromatography eluting with a linear gradient of 2-25% CMA in chloroform. The residue was triturated in acetonitrile and isolated by filtration to provide 0.277 g of 4-[(4-amino-2-ethyl-2H-pyrazolo[3,4-c]quinolin-1-yl)methyl]-4-hydroxy-N-propylpiperidine... Starting materials: FC1(OC2=C(O1)C=CC(=C2)C2(CC2)C(=O)NC2=CC=C(C(=N2)C2=CC(=NC=C2F)OC)C)F (1-(2,2-difluorobenzo[d][1,3]dioxol-5-yl)-N-(5′-fluoro-2′-methoxy-3-methyl-2,4′-bipyridin-6-yl)cyclopropanecarboxamide), I[Si](C)(C)C (iodotrimethylsilane). Run in C(Cl)(Cl)Cl (chloroform). Run at time 3 hour. Product: FC1(OC2=C(O1)C=CC(=C2)C2(CC2)C(=O)NC2=NC(=C(C=C2)C)C2=CC(NC=C2F)=O)F (1-(2,2-difluorobenzo[d][1,3]dioxol-5-yl)-N-(6-(5-fluoro-2-oxo-1,2-dihydropyridin-4-yl)-5-methylpyridin-2-yl)cyclopropanecarboxamide). The yield is 28.8%. Reaction SMILES: [F:1][C:2]1([F:33])[O:6][C:5]2[CH:7]=[CH:8][C:9]([C:11]3([C:14]([NH:16][C:17]4[N:22]=[C:21]([C:23]5[C:28]([F:29])=[CH:27][N:26]=[C:25]([O:30]C)[CH:24]=5)[C:20]([CH3:32])=[CH:19][CH:18]=4)=[O:15])[CH2:13][CH2:12]3)=[CH:10][C:4]=2[O:3]1.I[Si](C)(C)C>C(Cl)(Cl)Cl>[F:33][C:2]1([F:1])[O:6][C:5]2[CH:7]=[CH:8][C:9]([C:11]3([C:14]([NH:16][C:17]4[CH:18]=[CH:19][C:20]([CH3:32])=[C:21]([C:23]5[C:28]([F:29])=[CH:27][NH:26][C:25](=[O:30])[CH:24]=5)[N:22]=4)=[O:15])[CH2:12][CH2:13]3)=[CH:10][C:4]=2[O:3]1. Procedure: To 1-(2,2-difluorobenzo[d][1,3]dioxol-5-yl)-N-(5′-fluoro-2′-methoxy-3-methyl-2,4′-bipyridin-6-yl)cyclopropanecarboxamide (19 mg, 0.04 mmol) in chloroform (0.5 mL) was added iodotrimethylsilane (32 mg, 0.16 mmol). The reaction mixture was stirred at room temperature for three hours. At this point the reaction mixture was purified directly by silica gel chromatography (eluting with 0-100% ethyl acetate in hexanes) to yield the product (5.1 mg, 47%). ESI-MS m/z calc. 443.38. found 444.3 (M+1)+. Ret... The reactants are BrC1=CC(=NC=C1)N (4-bromopyridine-2-amine), C(C1=CC=CC=C1)(=O)N=C=S (benzoyl isothiocyanate). Solvent: CC(=O)C (acetone). Yields the product BrC1=CC(=NC=C1)NC(=S)NC(C1=CC=CC=C1)=O (N-{[(4-bromopyridin-2-yl)amino]carbonothioyl}benzamide). Isolated yield 74.3%. Reaction SMILES: [Br:1][C:2]1[CH:7]=[CH:6][N:5]=[C:4]([NH2:8])[CH:3]=1.[C:9]([N:17]=[C:18]=[S:19])(=[O:16])[C:10]1[CH:15]=[CH:14][CH:13]=[CH:12][CH:11]=1>CC(C)=O>[Br:1][C:2]1[CH:7]=[CH:6][N:5]=[C:4]([NH:8][C:18]([NH:17][C:9](=[O:16])[C:10]2[CH:11]=[CH:12][CH:13]=[CH:14][CH:15]=2)=[S:19])[CH:3]=1. Procedure details: 2.500 g (14.01 mmol) 4-bromopyridine-2-amine was dissolved in 20 mL acetone, and 1.92 mL (14.01 mmol) undiluted benzoyl isothiocyanate was added dropwise. The solution turned an orange color. The reaction mixture was then heated for 1 hr under reflux with stirring. Half of the added quantity of acetone was removed under vacuum, and the precipitated solid was filtered under vacuum and washed with diethyl ether. After drying of the crystallizate, 3.500 g (10.410 mmol, 74%) pure N-{[(4-bromopyridin...